From a dataset of the Open Reaction Database (ORD), a public repository of structured organic reaction records. describe an organic reaction: reactants, conditions, products, and yield Reactants: S(OC)(OC)(=O)=O, c12c(cc(cc1F)Br)cn[nH]2. The reagents and catalysts are c1ccc(cc1)-c2c3ccccc3cc4ccccc24 (9-Phenylanthracene), [Na+].COc1ccc(OC(C)C([O-])=O)cc1 (PMP). Run in CC#N (MeCN). Run at temperature 25 celsius, time 18 hour. Product: Cn1ncc2cc(Br)cc(F)c12. Reaction SMILES: [F:1][c:2]1[c:11]([c:7]2[cH:6][c:4]([Br:5])[cH:3]1)[nH:10][n:9][cH:8]2.[CH3:12]OS(OC)(=O)=O>>[CH3:12][n:10]1[c:11]([c:7]2[cH:8][n:9]1)[c:2]([F:1])[cH:3][c:4]([Br:5])[cH:6]2.